This data is from the Open Reaction Database (ORD), a public repository of structured organic reaction records. The task is: describe an organic reaction: reactants, conditions, products, and yield The reactants are Brc1ccc2nccc(N3CCOCC3)c2c1, [Li]CCCC, C1CCOC1, CN(C)C=O, [Cl-], [NH4+]. Product: O=Cc1ccc2nccc(N3CCOCC3)c2c1. As a reaction SMILES: [Br:1][c:2]1[cH:3][c:4]2[c:5]([N:12]3[CH2:13][CH2:14][O:15][CH2:16][CH2:17]3)[cH:6][cH:7][n:8][c:9]2[cH:10][cH:11]1.[CH2:18]([Li:19])[CH2:20][CH2:21][CH3:22].[CH2:28]1[O:29][CH2:30][CH2:31][CH2:32]1.[CH3:23][N:24]([CH:25]=[O:26])[CH3:27].[Cl-:33].[NH4+:34]>>[c:2]1([CH:25]=[O:26])[cH:3][c:4]2[c:5]([N:12]3[CH2:13][CH2:14][O:15][CH2:16][CH2:17]3)[cH:6][cH:7][n:8][c:9]2[cH:10][cH:11]1. Starting materials: NC=1C=C(C(=O)N)C=CC1 (3-aminobenzamide), [N+](=O)([O-])C1=CC=C(C=C1)S(=O)(=O)Cl (p-nitrobenzenesulfonyl chloride), N1=CC=CC=C1 (pyridine), ice water. Solvent: C(C)(=O)O (Acetic acid). The product is [N+](=O)([O-])C1=CC=C(C=C1)S(=O)(=O)NC=1C=C(C(=O)N)C=CC1 (3-[[(4-Nitrophenyl)sulfonyl]amino]benzamide). Reaction SMILES: [NH2:1][C:2]1[CH:3]=[C:4]([CH:8]=[CH:9][CH:10]=1)[C:5]([NH2:7])=[O:6].[N+:11]([C:14]1[CH:19]=[CH:18][C:17]([S:20](Cl)(=[O:22])=[O:21])=[CH:16][CH:15]=1)([O-:13])=[O:12].N1C=CC=CC=1>C(O)(=O)C>[N+:11]([C:14]1[CH:15]=[CH:16][C:17]([S:20]([NH:1][C:2]2[CH:3]=[C:4]([CH:8]=[CH:9][CH:10]=2)[C:5]([NH2:7])=[O:6])(=[O:22])=[O:21])=[CH:18][CH:19]=1)([O-:13])=[O:12]. Reported procedure: A solution containing 44 g (0.32 m) of 3-aminobenzamide, 71.6 g (0.32 m) of p-nitrobenzenesulfonyl chloride and 700 ml of pyridine was stirred and heated on a steam bath for 2.5 hours, then poured into ice water. Acetic acid was added to a pH 5.0-6.0 and the resulting solid collected by filtration, washed with water and air-dried to give 105 g, m.p. 240°-244°. Starting materials: CC1(C(=O)c2cn(COCC[Si](C)(C)C)c3ncc(Br)nc23)CCCCC1, O=C([O-])[O-], C1COCCO1, [K+], [K+], O, O=C(O)c1ccc(B(O)O)s1. Product: CC1(C(=O)c2cn(COCC[Si](C)(C)C)c3ncc(-c4ccc(C(=O)O)s4)nc23)CCCCC1. As a reaction SMILES: [Br:12][c:13]1[n:14][c:15]2[c:16]([n:17][cH:18]1)[n:19]([CH2:31][O:32][CH2:33][CH2:34][Si:35]([CH3:36])([CH3:37])[CH3:38])[cH:20][c:21]2[C:22](=[O:23])[C:24]1([CH3:30])[CH2:25][CH2:26][CH2:27][CH2:28][CH2:29]1.[C:39](=[O:40])([O-:41])[O-:42].[CH2:45]1[O:46][CH2:47][CH2:48][O:49][CH2:50]1.[K+:43].[K+:44].[OH2:51].[OH:1][B:2]([c:3]1[cH:4][cH:5][c:6]([C:8](=[O:9])[OH:10])[s:7]1)[OH:11]>>[c:3]1(-[c:13]2[n:14][c:15]3[c:16]([n:17][cH:18]2)[n:19]([CH2:31][O:32][CH2:33][CH2:34][Si:35]([CH3:36])([CH3:37])[CH3:38])[cH:20][c:21]3[C:22](=[O:23])[C:24]2([CH3:30])[CH2:25][CH2:26][CH2:27][CH2:28][CH2:29]2)[cH:4][cH:5][c:6]([C:8](=[O:9])[OH:10])[s:7]1.